Dataset: the Open Reaction Database (ORD), a public repository of structured organic reaction records. Task: describe an organic reaction: reactants, conditions, products, and yield Yields the product C(C1=CC=CC=C1)O[C@@H]1[C@@](O[C@H]([C@H]([C@H]1OCC1=CC=CC=C1)OCC1=CC=CC=C1)C)(O)CP(OCC)(OCC)=O (diethyl (((2S,3S,4R,5R,6S)-3,4,5-tris(benzyloxy)-2-hydroxy-6-methyltetrahydro-2H-pyran-2-yl)methyl)phosphonate). Isolated yield 67.5%. The reactants are C(C1=CC=CC=C1)O[C@@H]1C(O[C@H]([C@H]([C@H]1OCC1=CC=CC=C1)OCC1=CC=CC=C1)C)=O ((3 S,4R,5R,6S)-3,4,5-tris(benzyloxy)-6-methyltetrahydro-2H-pyran-2-one), C(CCC)[Li] (n-Butyllithium), CP(OCC)(OCC)=O (diethyl methylphosphonate). Procedure: n-Butyllithium (2.5 M in hexanes, 0.64 mL, 1.59 mmol, commercially available from Sigma Aldrich) was added to a stirred solution of diethyl methylphosphonate (0.23 mL, 1.59 mmol, commercially available from Sigma Aldrich) in THF (1.5 mL) at −78° C. under an argon atmosphere. The mixture was stirred for 15 min before a solution of (3 S,4R,5R,6S)-3,4,5-tris(benzyloxy)-6-methyltetrahydro-2H-pyran-2-one (0.275 g, 0.636 mmol) in THF (1 mL) at −78° C. was added. The reaction mixture was removed from t... Run in C1CCOC1 (THF), hexanes, C1CCOC1 (THF). Reaction SMILES: C([Li])CCC.[CH3:6][P:7](=[O:14])([O:11][CH2:12][CH3:13])[O:8][CH2:9][CH3:10].[CH2:15]([O:22][C@H:23]1[C@H:28]([O:29][CH2:30][C:31]2[CH:36]=[CH:35][CH:34]=[CH:33][CH:32]=2)[C@H:27]([O:37][CH2:38][C:39]2[CH:44]=[CH:43][CH:42]=[CH:41][CH:40]=2)[C@H:26]([CH3:45])[O:25][C:24]1=[O:46])[C:16]1[CH:21]=[CH:20][CH:19]=[CH:18][CH:17]=1>C1COCC1>[CH2:15]([O:22][C@H:23]1[C@H:28]([O:29][CH2:30][C:31]2[CH:36]=[CH:35][CH:34]=[CH:33][CH:32]=2)[C@H:27]([O:37][CH2:38][C:39]2[CH:40]=[CH:41][CH:42]=[CH:43][CH:44]=2)[C@H:26]([CH3:45])[O:25][C@@:24]1([CH2:6][P:7](=[O:14])([O:11][CH2:12][CH3:13])[O:8][CH2:9][CH3:10])[OH:46])[C:16]1[CH:21]=[CH:20][CH:19]=[CH:18][CH:17]=1. Conditions: time 1 hour.